From a dataset of the Open Reaction Database (ORD), a public repository of structured organic reaction records. describe an organic reaction: reactants, conditions, products, and yield Reactants: [OH-].[Na+] (NaOH), NC=1C2=C(NC(C1C(=O)OC)=O)SC(=C2C2=CC(=CC=C2)OC)C (methyl 4-amino-2-methyl-3-[3-(methyloxy)phenyl]-6-oxo-6,7-dihydrothieno[2,3-b]pyridine-5-carboxylate), C1(=CC=CC=C1)OC1=CC=CC=C1 (diphenyl ether). The solvent is C(C)O (ethanol). Product: NC=1C2=C(NC(C1)=O)SC(=C2C2=CC(=CC=C2)OC)C (4-Amino-2-methyl-3-[3-(methyloxy)phenyl]thieno[2,3-b]pyridin-6(7H)-one). Yield: 43.7%. As a reaction SMILES: [NH2:1][C:2]1[C:3]2[C:15]([C:16]3[CH:21]=[CH:20][CH:19]=[C:18]([O:22][CH3:23])[CH:17]=3)=[C:14]([CH3:24])[S:13][C:4]=2[NH:5][C:6](=[O:12])[C:7]=1C(OC)=O.[OH-].[Na+].C1(OC2C=CC=CC=2)C=CC=CC=1>C(O)C>[NH2:1][C:2]1[C:3]2[C:15]([C:16]3[CH:21]=[CH:20][CH:19]=[C:18]([O:22][CH3:23])[CH:17]=3)=[C:14]([CH3:24])[S:13][C:4]=2[NH:5][C:6](=[O:12])[CH:7]=1 |f:1.2|. Procedure: To a stirred suspension of methyl 4-amino-2-methyl-3-[3-(methyloxy)phenyl]-6-oxo-6,7-dihydrothieno[2,3-b]pyridine-5-carboxylate (Description 35) (1.617 g, 4.70 mmol) in ethanol (20 mL) was added aqueous NaOH (5M) (4.70 mL, 23.48 mmol). The suspension was then refluxed under nitrogen for ca. 2 h. The reaction mixture was then cooled to RT and concentrated in vacuo. The residue was partitioned between DCM and water (ca. 50 mL each) and acidified to ca. pH 7 using aqueous HCl (5M). The aqueous laye... The reactants are C(C)(C)(C)C=1C=C(N)C=CC1 (3-t-butylaniline), C(C)OC=C(C(=O)OCC)C(=O)OCC (diethyl ethoxymethylenemalonate). Solvent: C(C)O (ethanol). Product: C(C)(C)(C)C1=CC=C2C(=C(C=NC2=C1)C(=O)OCC)O (ethyl 7-t-butyl-4-hydroxyquinoline-3-carboxylate). As a reaction SMILES: [C:1]([C:5]1[CH:6]=[C:7]([CH:9]=[CH:10][CH:11]=1)[NH2:8])([CH3:4])([CH3:3])[CH3:2].C([O:14][CH:15]=[C:16]([C:22](OCC)=O)[C:17]([O:19][CH2:20][CH3:21])=[O:18])C>C(O)C>[C:1]([C:5]1[CH:6]=[C:7]2[C:9]([C:15]([OH:14])=[C:16]([C:17]([O:19][CH2:20][CH3:21])=[O:18])[CH:22]=[N:8]2)=[CH:10][CH:11]=1)([CH3:4])([CH3:2])[CH3:3]. Reported procedure: A mixture of 3-t-butylaniline (67.6 g.) and diethyl ethoxymethylenemalonate was heated on the steam bath for 3 hours, the ethanol formed being collected by distillation. The resulting yellow oil was dissolved in diphenyl ether (200 ml.) and added during 0.5 hour to stirred diphenyl ether (800 ml.) at 250°-260°, the ethanol formed being collected by distillation. The mixture was stirred at 250°-260° for 0.5 hour, then allowed to cool to room temperature and diluted with an equal volume of petrole... Starting materials: ClC=1C=C(C2=CC=C(C=C2C2=NC3=CC=C(C=C3C=C2)C2=NC3=C(N2C2CCCCC2)C=CC(=C3)C(=O)O)OC)C=CC1F (2-[2-(3′-chloro-4′-fluoro-4-methoxy-biphen-2-yl)-quinolin-6-yl]-1-cyclohexyl-1H-benzoimidazole-5-carboxylic acid), COC(=O)C1=CC2=C(N(C(=N2)C=2C=C3C=CC(=NC3=CC2)C2=C(C=CC(=C2)OC)Br)C2CCCCC2)C=C1 (2-[2-(2-Bromo-5-methoxy-phenyl)-quinolin-6-yl]-1-cyclohexyl-1H-benzoimidazole-5-carboxylic acid Methyl Ester), NCC1=CC=C(C=C1)B(O)O (4-aminomethylphenylboronic acid). Product: NCC1=CC=C(C2=CC=C(C=C2C2=NC3=CC=C(C=C3C=C2)C2=NC3=C(N2C2CCCCC2)C=CC(=C3)C(=O)O)OC)C=C1 (2-[2-(4′-aminomethyl-4-methoxy-biphen-2-yl)-quinolin-6-yl]-1-cyclohexyl-1H-benzoimidazole-5-carboxylic acid). Isolated yield 46.0%. As a reaction SMILES: Cl[C:2]1[CH:3]=[C:4]([CH:41]=[CH:42][C:43]=1F)[C:5]1[C:10]([C:11]2[CH:20]=[CH:19][C:18]3[C:13](=[CH:14][CH:15]=[C:16]([C:21]4[N:25]([CH:26]5[CH2:31][CH2:30][CH2:29][CH2:28][CH2:27]5)[C:24]5[CH:32]=[CH:33][C:34]([C:36]([OH:38])=[O:37])=[CH:35][C:23]=5[N:22]=4)[CH:17]=3)[N:12]=2)=[CH:9][C:8]([O:39][CH3:40])=[CH:7][CH:6]=1.COC(C1C=C[C:52]2[N:53](C3CCCCC3)C(C3C=C4C(=CC=3)N=C(C3C=C(OC)C=CC=3Br)C=C4)=NC=2C=1)=O.NCC1C=CC(B(O)O)=CC=1>>[NH2:53][CH2:52][C:43]1[CH:2]=[CH:3][C:4]([C:5]2[C:10]([C:11]3[CH:20]=[CH:19][C:18]4[C:13](=[CH:14][CH:15]=[C:16]([C:21]5[N:25]([CH:26]6[CH2:31][CH2:30][CH2:29][CH2:28][CH2:27]6)[C:24]6[CH:32]=[CH:33][C:34]([C:36]([OH:38])=[O:37])=[CH:35][C:23]=6[N:22]=5)[CH:17]=4)[N:12]=3)=[CH:9][C:8]([O:39][CH3:40])=[CH:7][CH:6]=2)=[CH:41][CH:42]=1. Procedure details: Following the full procedure and workup for Compound 366, Compound 365b (100 mg, 0.175 mmol) was reacted with 4-aminomethylphenylboronic acid (49 mg, 0.2625 mmol) to produce the title compound (48 mg, 46% yield). Yield: 53.3%. Procedure details: 6-Bromo-8-(2-cyclopropyl-6-fluorobenzyl)-2-methanesulfinyl-8H-pyrido[2,3-d]pyrimidin-7-one (9, 385 mg, 0.9 mmol) and 4-(4-methylpiperazino)aniline (169 mg, 0.9 mmol) were stirred at 140° C. for 6 h. The reaction mixture was purified by column chromatography using dichloromethane:methanol (100:1→100:3→100:5) to yield the title compound as a yellow solid (272 mg, 0.48 mmol, 55%). ESMS m/z 563 (M+H)+. Reactants: BrC1=CC2=C(N=C(N=C2)S(=O)C)N(C1=O)CC1=C(C=CC=C1F)C1CC1 (6-bromo-8-(2-cyclopropyl-6-fluorobenzyl)-2-methanesulfinyl-8H-pyrido[2,3-d]pyrimidin-7-one), CN1CCN(CC1)C1=CC=C(N)C=C1 (4-(4-methylpiperazino)aniline). Reaction SMILES: [Br:1][C:2]1[C:14](=[O:15])[N:13]([CH2:16][C:17]2[C:22]([F:23])=[CH:21][CH:20]=[CH:19][C:18]=2[CH:24]2[CH2:26][CH2:25]2)[C:5]2[N:6]=[C:7](S(C)=O)[N:8]=[CH:9][C:4]=2[CH:3]=1.[CH3:27][N:28]1[CH2:33][CH2:32][N:31]([C:34]2[CH:40]=[CH:39][C:37]([NH2:38])=[CH:36][CH:35]=2)[CH2:30][CH2:29]1>>[Br:1][C:2]1[C:14](=[O:15])[N:13]([CH2:16][C:17]2[C:22]([F:23])=[CH:21][CH:20]=[CH:19][C:18]=2[CH:24]2[CH2:26][CH2:25]2)[C:5]2[N:6]=[C:7]([NH:38][C:37]3[CH:36]=[CH:35][C:34]([N:31]4[CH2:30][CH2:29][N:28]([CH3:27])[CH2:33][CH2:32]4)=[CH:40][CH:39]=3)[N:8]=[CH:9][C:4]=2[CH:3]=1. Product: BrC1=CC2=C(N=C(N=C2)NC2=CC=C(C=C2)N2CCN(CC2)C)N(C1=O)CC1=C(C=CC=C1F)C1CC1 (6-bromo-8-(2-cyclopropyl-6-fluorobenzyl)-2-[4-(4-methyl-piperazin-1-yl)-phenylamino]-8H-pyrido[2,3-d]pyrimidin-7-one).